describe an organic reaction: reactants, conditions, products, and yield From a dataset of the Open Reaction Database (ORD), a public repository of structured organic reaction records. Reactants: O=C([O-])[O-], CCOC(C)=O, CN(C)C=O, COC(=O)CCl, [K+], [K+], O=C(C=Cc1cccnc1)NCCc1cccc(O)c1. The product is COC(=O)COc1cccc(CCNC(=O)C=Cc2cccnc2)c1. RXN SMILES: [C:27](=[O:28])([O-:29])[O-:30].[CH3:33][CH2:34][O:35][C:36](=[O:37])[CH3:38].[CH3:39][N:40]([CH3:41])[CH:42]=[O:43].[Cl:21][CH2:22][C:23](=[O:24])[O:25][CH3:26].[K+:31].[K+:32].[OH:1][c:2]1[cH:3][c:4]([CH2:5][CH2:6][NH:7][C:8]([CH:9]=[CH:10][c:11]2[cH:12][n:13][cH:14][cH:15][cH:16]2)=[O:17])[cH:18][cH:19][cH:20]1>>[O:1]([c:2]1[cH:3][c:4]([CH2:5][CH2:6][NH:7][C:8]([CH:9]=[CH:10][c:11]2[cH:12][n:13][cH:14][cH:15][cH:16]2)=[O:17])[cH:18][cH:19][cH:20]1)[CH2:22][C:23](=[O:24])[O:25][CH3:26]. Starting materials: [H-].[Na+] (sodium hydride), BrC1=C(C=C(C=C1)C=1NC=CN1)C (2-(4-Bromo-3-methylphenyl)imidazole), IC (iodomethane). Solvent: C1CCOC1 (THF). Reaction conditions: time 30 minute. The product is BrC1=C(C=C(C=C1)C=1N(C=CN1)C)C (2-(4-Bromo-3-methylphenyl)-1-methylimidazole). Reaction SMILES: [Br:1][C:2]1[CH:7]=[CH:6][C:5]([C:8]2[NH:9][CH:10]=[CH:11][N:12]=2)=[CH:4][C:3]=1[CH3:13].[H-].[Na+].I[CH3:17]>C1COCC1>[Br:1][C:2]1[CH:7]=[CH:6][C:5]([C:8]2[N:12]([CH3:17])[CH:11]=[CH:10][N:9]=2)=[CH:4][C:3]=1[CH3:13] |f:1.2|. Procedure: 2-(4-Bromo-3-methylphenyl)imidazole (D88, 900 mg; 3.8 mmol) was dissolved in dry THF (30 ml) under argon and treated with sodium hydride (114 mg of an 80% dispersion in mineral oil; 3.8 mmol). After stirring for 30 minutes, iodomethane (237 μl; 3.8 mmol) was added and stirring continued for 18 hours. Evaporated in vacuo, the residue partitioned between water and CHCl3, the organic phase then dried over Na2SO4, filtered and evaporated in vacuo. The residue was purified by flash silica gel chromat...